describe an organic reaction: reactants, conditions, products, and yield From a dataset of the Open Reaction Database (ORD), a public repository of structured organic reaction records. Starting materials: C[Si](C)(C)Cl, CO, O=C(O)c1cc(F)c(C(F)(F)F)cc1[N+](=O)[O-]. Yields the product COC(=O)c1cc(F)c(C(F)(F)F)cc1[N+](=O)[O-]. Reaction SMILES: [CH3:18][Si:19]([CH3:20])([CH3:21])[Cl:22].[CH3:23][OH:24].[F:1][c:2]1[c:3]([C:14]([F:15])([F:16])[F:17])[cH:4][c:5]([N+:11](=[O:12])[O-:13])[c:6]([C:7](=[O:8])[OH:9])[cH:10]1>>[F:1][c:2]1[c:3]([C:14]([F:15])([F:16])[F:17])[cH:4][c:5]([N+:11](=[O:12])[O-:13])[c:6]([C:7]([O:8][CH3:18])=[O:9])[cH:10]1. The reactants are CC(=O)Oc1cc2c(cc1C(C)(C)C)OC(C)(COc1ccc([N+](=O)[O-])cc1)CC2OC(C)=O, O, Cc1ccc(S(=O)(=O)O)cc1, c1ccccc1. Yields the product CC(=O)Oc1cc2c(cc1C(C)(C)C)OC(C)(COc1ccc([N+](=O)[O-])cc1)C=C2. Reaction SMILES: [C:1]([O:2][CH:5]1[CH2:6][C:7]([CH2:23][O:24][c:25]2[cH:26][cH:27][c:28]([N+:31](=[O:32])[O-:33])[cH:29][cH:30]2)([CH3:34])[O:8][c:9]2[cH:10][c:11]([C:19]([CH3:20])([CH3:21])[CH3:22])[c:12]([O:15][C:16]([CH3:17])=[O:18])[cH:13][c:14]21)(=[O:3])[CH3:4].[OH2:35].[c:36]1([CH3:37])[cH:38][cH:39][c:40]([S:41]([OH:42])(=[O:43])=[O:44])[cH:45][cH:46]1.[cH:47]1[cH:48][cH:49][cH:50][cH:51][cH:52]1>>[CH:5]1=[CH:6][C:7]([CH2:23][O:24][c:25]2[cH:26][cH:27][c:28]([N+:31](=[O:32])[O-:33])[cH:29][cH:30]2)([CH3:34])[O:8][c:9]2[cH:10][c:11]([C:19]([CH3:20])([CH3:21])[CH3:22])[c:12]([O:15][C:16]([CH3:17])=[O:18])[cH:13][c:14]21.